From a dataset of the Open Reaction Database (ORD), a public repository of structured organic reaction records. describe an organic reaction: reactants, conditions, products, and yield Starting materials: COc1ccc(C(=O)c2ccc(OC)cc2)cc1, CCO, Cl, NO, c1ccncc1. Product: COc1ccc(C(=NO)c2ccc(OC)cc2)cc1. As a reaction SMILES: [CH3:1][O:2][c:3]1[cH:4][cH:5][c:6]([C:7](=[O:8])[c:9]2[cH:10][cH:11][c:12]([O:15][CH3:16])[cH:13][cH:14]2)[cH:17][cH:18]1.[CH3:22][CH2:23][OH:24].[ClH:19].[NH2:20][OH:21].[cH:25]1[cH:26][cH:27][n:28][cH:29][cH:30]1>>[CH3:1][O:2][c:3]1[cH:4][cH:5][c:6]([C:7]([c:9]2[cH:10][cH:11][c:12]([O:15][CH3:16])[cH:13][cH:14]2)=[N:20][OH:21])[cH:17][cH:18]1. Starting materials: CC1(OC(C=2N=C(N=CC21)N)(C)C)C (5,5,7,7-tetramethyl-5,7-dihydro-furo[3,4-d]pyrimidin-2-ylamine), ClCCl (dichloromethane), N(=O)[O-].[Na+] (sodium nitrite). The reagents and catalysts are [Cl-].[Zn+2].[Cl-] (zinc(II) chloride). Run in Cl (HCl). Reaction conditions: time 1 hour. Yields the product ClC=1N=CC2=C(N1)C(OC2(C)C)(C)C (2-Chloro-5,5,7,7-tetramethyl-5,7-dihydro-furo[3,4-d]pyrimidine). The yield is 78.0%. As a reaction SMILES: [CH3:1][C:2]1([CH3:14])[C:10]2[CH:9]=[N:8][C:7](N)=[N:6][C:5]=2[C:4]([CH3:13])([CH3:12])[O:3]1.N([O-])=O.[Na+].[Cl:19]CCl>Cl.[Cl-].[Zn+2].[Cl-]>[Cl:19][C:7]1[N:8]=[CH:9][C:10]2[C:2]([CH3:14])([CH3:1])[O:3][C:4]([CH3:13])([CH3:12])[C:5]=2[N:6]=1 |f:1.2,5.6.7|. Procedure details: To a solution of 5,5,7,7-tetramethyl-5,7-dihydro-furo[3,4-d]pyrimidin-2-ylamine (38.6 g, 200.0 mmol, 1.0 equiv) in dichloromethane (80 mL) and 37% HCl (70 mL) at 0° C. was added zinc(II) chloride (46.3 g, 340.0 mmol, 1.7 equiv) in portions within 30 min. After the addition was completed, sodium nitrite (23.5 g, 340.0 mmol, 1.7 equiv) was added slowly within 3 h keeping the reaction temperature below 5° C. After stirring for an additional time period of 1 h, the reaction mixture was poured on ice...